Dataset: the Open Reaction Database (ORD), a public repository of structured organic reaction records. Task: describe an organic reaction: reactants, conditions, products, and yield Starting materials: ClCCl (dichloromethane), IC1=NNC2=NC=NC(=C21)N (3-iodo-1H-pyrazolo[3,4-d]pyrimidin-4-amine), FC(OC=1C=C(C=CC1)B(O)O)(F)F (3-trifluoromethoxyphenyl boronic acid), C([O-])([O-])=O.[Na+].[Na+] (sodium carbonate), Tetrakis triphenylphosphine Palladium. Run in CN(C)C=O (DMF), C(C)O (ethanol), O (water). Conditions: temperature 80 celsius, time 12 hour. The product is FC(OC=1C=C(C=CC1)C1=NNC2=NC=NC(=C21)N)(F)F (3-(3-(trifluoromethoxy)phenyl)-1H-pyrazolo[3,4-d]pyrimidin-4-amine). Yield: 41.1%. As a reaction SMILES: I[C:2]1[C:10]2[C:5](=[N:6][CH:7]=[N:8][C:9]=2[NH2:11])[NH:4][N:3]=1.[F:12][C:13]([F:25])([F:24])[O:14][C:15]1[CH:16]=[C:17](B(O)O)[CH:18]=[CH:19][CH:20]=1.C(=O)([O-])[O-].[Na+].[Na+].ClCCl>CN(C=O)C.C(O)C.O>[F:12][C:13]([F:24])([F:25])[O:14][C:15]1[CH:20]=[C:19]([C:2]2[C:10]3[C:5](=[N:6][CH:7]=[N:8][C:9]=3[NH2:11])[NH:4][N:3]=2)[CH:18]=[CH:17][CH:16]=1 |f:2.3.4|. Reported procedure: To a solution of 3-iodo-1H-pyrazolo[3,4-d]pyrimidin-4-amine (1.00 g, 3.83 mmoles) in DMF (14 ml), ethanol (7 ml) and water (7 ml), 3-trifluoromethoxyphenyl boronic acid (1.025 g, 4.97 mmoles) and sodium carbonate (2.02 g, 19.15 mmoles) were added and the system is degassed for 30 min Tetrakis triphenylphosphine Palladium (0.871 g, 0.754 mmoles) was added under nitrogen atmosphere and heated to 80° C. After 12 h, the reaction mixture was celite filtered, concentrated and extracted with ethyl acet... The reactants are [Br-], Brc1ccc2sccc2c1, [Zn+]Cc1ccccc1, C1CCOC1, CCOC(C)=O. The product is c1ccc(Cc2ccc3sccc3c2)cc1. Reaction SMILES: [Br-:11].[Br:1][c:2]1[cH:3][cH:4][c:5]2[c:6]([cH:7][cH:8][s:9]2)[cH:10]1.[CH2:12]([c:13]1[cH:14][cH:15][cH:16][cH:17][cH:18]1)[Zn+:19].[CH2:20]1[O:21][CH2:22][CH2:23][CH2:24]1.[CH3:25][CH2:26][O:27][C:28](=[O:29])[CH3:30]>>[c:2]1([CH2:12][c:13]2[cH:14][cH:15][cH:16][cH:17][cH:18]2)[cH:3][cH:4][c:5]2[c:6]([cH:7][cH:8][s:9]2)[cH:10]1. The reactants are CCOC(=O)C(F)Br, CCOC(C)=O, O=Cc1ccc(Cl)cc1, Cl, I, O, [Zn], c1ccccc1. The product is CCOC(=O)C(F)C(O)c1ccc(Cl)cc1. RXN SMILES: [Br:11][CH:12]([C:13](=[O:14])[O:15][CH2:16][CH3:17])[F:18].[CH3:27][CH2:28][O:29][C:30](=[O:31])[CH3:32].[Cl:1][c:2]1[cH:3][cH:4][c:5]([CH:6]=[O:7])[cH:8][cH:9]1.[ClH:19].[I:10].[OH2:33].[Zn:26].[cH:20]1[cH:21][cH:22][cH:23][cH:24][cH:25]1>>[Cl:1][c:2]1[cH:3][cH:4][c:5]([CH:6]([OH:7])[CH:12]([C:13](=[O:14])[O:15][CH2:16][CH3:17])[F:18])[cH:8][cH:9]1. Run at temperature 5 celsius. The reactants are C(C)(=O)OC1=CC=C(C=C1)S(=O)(=O)Cl (4-acetoxybenzenesulfonyl chloride), [OH-].[Na+] (sodium hydroxide), O (water), N(CCO)CCO (diethanolamine). As a reaction SMILES: C([O:4][C:5]1[CH:10]=[CH:9][C:8]([S:11](Cl)(=[O:13])=[O:12])=[CH:7][CH:6]=1)(=O)C.[NH:15]([CH2:19][CH2:20][OH:21])[CH2:16][CH2:17][OH:18].[OH-].[Na+].O>ClCCl>[OH:4][C:5]1[CH:6]=[CH:7][C:8]([S:11]([N:15]([CH2:19][CH2:20][OH:21])[CH2:16][CH2:17][OH:18])(=[O:12])=[O:13])=[CH:9][CH:10]=1 |f:2.3|. Product: OC1=CC=C(C=C1)S(=O)(=O)N(CCO)CCO (4-Hydroxy-N,N-bis(2-hydroxyethyl)benzene sulfonamide). The solvent is ClCCl (dichloromethane). Reported procedure: A solution of 46.9 g (0.20 mole) of 4-acetoxybenzenesulfonyl chloride (I) in 400 ml dichloromethane contained in a 500-ml round-buttomed flask was dried over magnesium sulfate, then filtered and placed in a 3-liter, 3-necked, round-buttomed flask equipped with a stirrer, an additional funnel, a condenser and a thermometer. After subsequent cooling to 5° C., 142.2 g (0.70 mole) of diethanolamine (II) were added slowly with stirring. The reaction mixture was allowed to reach room temperature and w... Reactants: S(=O)(=O)(O)C1=CC=C(C)C=C1.N[C@@H]1C(OC1)=O ((S)-3-Amino-2-oxetanone tosylate salt), N1N=CC=C1 (pyrazole). Solvent: CN(C)C=O (DMF). Reaction conditions: temperature 25 celsius, time 2.5 hour. Product: N1(N=CC=C1)C[C@H](N)C(=O)O (β-(pyrazol-1-yl)-L-alanine). Isolated yield 77.3%. RXN SMILES: S(C1C=CC(C)=CC=1)(O)(=O)=O.[NH2:12][C@H:13]1[CH2:16][O:15][C:14]1=[O:17].[NH:18]1[CH:22]=[CH:21][CH:20]=[N:19]1>CN(C=O)C>[N:18]1([CH2:16][C@@H:13]([C:14]([OH:15])=[O:17])[NH2:12])[CH:22]=[CH:21][CH:20]=[N:19]1 |f:0.1|. Reported procedure: (S)-3-Amino-2-oxetanone tosylate salt (100 mg, 0.385 mmol) was added to pyrazole (131 mg, 1.93 mmol) in distilled DMF (3.0 mL) and the mixture was stirred at 25° C. for 2.5 h. The solvent was removed in vacuo at 25° C. and the residue was dissolved in H2O (3 mL) and applied to a column of BioRad AG50-X8 (trademark) (1×10 cm, H+ form) The resin was washed with H2O (30 mL) and eluted with a gradient of aqueous NH4OH (0 to 0.25N over 70 mL, then 100 mL of 0.25N NH4OH). The product emerged chromatog...